Dataset: the Open Reaction Database (ORD), a public repository of structured organic reaction records. Task: describe an organic reaction: reactants, conditions, products, and yield Reactants: CCO, Cc1cc(CBr)cc(C(Cl)=C(Cl)Cl)c1, [N-]=[N+]=[N-], [Na+]. The product is Cc1cc(CN=[N+]=[N-])cc(C(Cl)=C(Cl)Cl)c1. As a reaction SMILES: [CH3:19][CH2:20][OH:21].[CH3:1][c:2]1[cH:3][c:4]([CH2:5][Br:6])[cH:7][c:8]([C:10](=[C:11]([Cl:12])[Cl:13])[Cl:14])[cH:9]1.[N-:16]=[N+:17]=[N-:18].[Na+:15]>>[CH3:1][c:2]1[cH:3][c:4]([CH2:5][N:16]=[N+:17]=[N-:18])[cH:7][c:8]([C:10](=[C:11]([Cl:12])[Cl:13])[Cl:14])[cH:9]1. Reactants: NC1=CC=C(C(=O)N(C2=CC(=CC=C2)OC)CCN2CCC(CC2)C(C2=CC=C(C=C2)F)=O)C=C1 (4-amino-N-{2-[4-(4-fluorobenzoyl)piperidino]ethyl}-N-(3-methoxyphenyl)benzamide), C(C)(=O)OC(C)=O (acetic anhydride). Product: C(C)(=O)NC1=CC=C(C(=O)N(C2=CC(=CC=C2)OC)CCN2CCC(CC2)C(C2=CC=C(C=C2)F)=O)C=C1 (4-Acetylamino-N-{2-[4-(4-fluorobenzoyl)piperidino]ethyl}-N-(3-methoxyphenyl)benzamide). The yield is 78.3%. Reaction SMILES: [NH2:1][C:2]1[CH:35]=[CH:34][C:5]([C:6]([N:8]([CH2:17][CH2:18][N:19]2[CH2:24][CH2:23][CH:22]([C:25](=[O:33])[C:26]3[CH:31]=[CH:30][C:29]([F:32])=[CH:28][CH:27]=3)[CH2:21][CH2:20]2)[C:9]2[CH:14]=[CH:13][CH:12]=[C:11]([O:15][CH3:16])[CH:10]=2)=[O:7])=[CH:4][CH:3]=1.[C:36](OC(=O)C)(=[O:38])[CH3:37]>>[C:36]([NH:1][C:2]1[CH:3]=[CH:4][C:5]([C:6]([N:8]([CH2:17][CH2:18][N:19]2[CH2:24][CH2:23][CH:22]([C:25](=[O:33])[C:26]3[CH:27]=[CH:28][C:29]([F:32])=[CH:30][CH:31]=3)[CH2:21][CH2:20]2)[C:9]2[CH:14]=[CH:13][CH:12]=[C:11]([O:15][CH3:16])[CH:10]=2)=[O:7])=[CH:34][CH:35]=1)(=[O:38])[CH3:37]. Procedure details: Using 4-amino-N-{2-[4-(4-fluorobenzoyl)piperidino]ethyl}-N-(3-methoxyphenyl)benzamide (1.00 g, 2.10 mmol) and acetic anhydride (0.24 ml, 2.54 mmol), the procedure of Inventive Example 94 was repeated to obtain 851.0 mg (78.3%) of the title compound in the form of colorless powder. Procedure: To a suspension of 3-[(2-benzothiazolyl)methoxy]nitrobenzene (18.6 g) in ethanolic hydrochloric acid is added powdered iron. The reaction is stirred overnight at room temperature. After neutralization with saturated aqueous sodium bicarbonate, the mixture is extracted three times with methylene chloride. The extract is dried over magnesium sulfate and concentrated to give 15.1 g (90% yield) of product, m.p. 117°-120° C. RXN SMILES: [S:1]1[C:5]2[CH:6]=[CH:7][CH:8]=[CH:9][C:4]=2[N:3]=[C:2]1[CH2:10][O:11][C:12]1[CH:13]=[C:14]([N+:18]([O-])=O)[CH:15]=[CH:16][CH:17]=1>Cl.[Fe]>[S:1]1[C:5]2[CH:6]=[CH:7][CH:8]=[CH:9][C:4]=2[N:3]=[C:2]1[CH2:10][O:11][C:12]1[CH:13]=[C:14]([CH:15]=[CH:16][CH:17]=1)[NH2:18]. Run at time 8 hour. The reagents and catalysts are [Fe] (iron). The product is S1C(=NC2=C1C=CC=C2)COC=2C=C(N)C=CC2 (3-[(2-benzothiazolyl)methoxy]aniline). Reactants: S1C(=NC2=C1C=CC=C2)COC=2C=C(C=CC2)[N+](=O)[O-] (3-[(2-benzothiazolyl)methoxy]nitrobenzene). Run in Cl (hydrochloric acid). Isolated yield 90.7%. Reactants: NC=1C(=NC(=CC1)C1=C(C=CC(=C1)\C=C/C(C)C)F)C(=O)NC=1C=NC=CC1N1C[C@H](CCC1)NC(OC(C)(C)C)=O ((S,Z)-tert-butyl 1-(3-(3-amino-6-(2-fluoro-5-(3-methylbut-1-enyl)phenyl)picolinamido)pyridin-4-yl)piperidin-3-ylcarbamate), C(=O)(C(F)(F)F)O.C(Cl)Cl (TFA CH2Cl2). The product is NC=1C(=NC(=CC1)C1=C(C=CC(=C1)CCC(C)C)F)C(=O)NC=1C=NC=CC1N1C[C@H](CCC1)N ((S)-3-amino-N-(4-(3-aminopiperidin-1-yl)pyridin-3-yl)-6-(2-fluoro-5-isopentylphenyl)picolinamide). Yield: 35.0%. RXN SMILES: [NH2:1][C:2]1[C:3]([C:20]([NH:22][C:23]2[CH:24]=[N:25][CH:26]=[CH:27][C:28]=2[N:29]2[CH2:34][CH2:33][CH2:32][C@H:31]([NH:35]C(=O)OC(C)(C)C)[CH2:30]2)=[O:21])=[N:4][C:5]([C:8]2[CH:13]=[C:12](/[CH:14]=[CH:15]\[CH:16]([CH3:18])[CH3:17])[CH:11]=[CH:10][C:9]=2[F:19])=[CH:6][CH:7]=1.C(O)(C(F)(F)F)=O.C(Cl)Cl>>[NH2:1][C:2]1[C:3]([C:20]([NH:22][C:23]2[CH:24]=[N:25][CH:26]=[CH:27][C:28]=2[N:29]2[CH2:34][CH2:33][CH2:32][C@H:31]([NH2:35])[CH2:30]2)=[O:21])=[N:4][C:5]([C:8]2[CH:13]=[C:12]([CH2:14][CH2:15][CH:16]([CH3:17])[CH3:18])[CH:11]=[CH:10][C:9]=2[F:19])=[CH:6][CH:7]=1 |f:1.2|. Procedure details: Method 2 of Example 49 was followed using (S,Z)-tert-butyl 1-(3-(3-amino-6-(2-fluoro-5-(3-methylbut-1-enyl)phenyl)picolinamido)pyridin-4-yl)piperidin-3-ylcarbamate which after Boc deprotection with 25% TFA/CH2Cl2 yielded (S)-3-amino-N-(4-(3-aminopiperidin-1-yl)pyridin-3-yl)-6-(2-fluoro-5-isopentylphenyl)picolinamide (35%). LCMS (m/z): 477.3 (MH+); LC Rt=2.91 min. Starting materials: COC(=O)C(=O)Cl, CC(C)CN(C(CO)CCCNC(=O)C(N)Cc1cccc2ccccc12)S(=O)(=O)c1ccc(N)cc1. Product: COC(=O)C(=O)NC(Cc1cccc2ccccc12)C(=O)NCCCC(CO)N(CC(C)C)S(=O)(=O)c1ccc(N)cc1. Reaction SMILES: [Cl:38][C:39]([C:40](=[O:41])[O:42][CH3:43])=[O:44].[NH2:1][CH:2]([C:3](=[O:4])[NH:5][CH2:6][CH2:7][CH2:8][CH:9]([CH2:10][OH:11])[N:12]([CH2:13][CH:14]([CH3:15])[CH3:16])[S:17](=[O:18])(=[O:19])[c:20]1[cH:21][cH:22][c:23]([NH2:26])[cH:24][cH:25]1)[CH2:27][c:28]1[cH:29][cH:30][cH:31][c:32]2[cH:33][cH:34][cH:35][cH:36][c:37]12>>[NH:1]([CH:2]([C:3](=[O:4])[NH:5][CH2:6][CH2:7][CH2:8][CH:9]([CH2:10][OH:11])[N:12]([CH2:13][CH:14]([CH3:15])[CH3:16])[S:17](=[O:18])(=[O:19])[c:20]1[cH:21][cH:22][c:23]([NH2:26])[cH:24][cH:25]1)[CH2:27][c:28]1[cH:29][cH:30][cH:31][c:32]2[cH:33][cH:34][cH:35][cH:36][c:37]12)[C:39]([C:40](=[O:41])[O:42][CH3:43])=[O:44]. The reactants are OC1=CC(NC=C1)=O (4-hydroxy-2-pyridone), C(C1=CC=CC=C1)OC(=O)C=1C=C(C(=O)Cl)C=CC1 (3-benzyloxycarbonylbenzoyl chloride). The product is C(C1=CC=CC=C1)OC(=O)C=1C=C(C(=O)OC2=CC(NC=C2)=O)C=CC1 (4-(3-benzyloxycarbonylbenzoyloxy)-2-pyridone). Isolated yield 48.7%. As a reaction SMILES: [OH:1][C:2]1[CH:7]=[CH:6][NH:5][C:4](=[O:8])[CH:3]=1.[CH2:9]([O:16][C:17]([C:19]1[CH:20]=[C:21]([CH:25]=[CH:26][CH:27]=1)[C:22](Cl)=[O:23])=[O:18])[C:10]1[CH:15]=[CH:14][CH:13]=[CH:12][CH:11]=1>>[CH2:9]([O:16][C:17]([C:19]1[CH:20]=[C:21]([CH:25]=[CH:26][CH:27]=1)[C:22]([O:1][C:2]1[CH:7]=[CH:6][NH:5][C:4](=[O:8])[CH:3]=1)=[O:23])=[O:18])[C:10]1[CH:11]=[CH:12][CH:13]=[CH:14][CH:15]=1. Procedure details: The general procedure of Example 1 was repeated using 2.80 g of 4-hydroxy-2-pyridone and 14.70 g of 3-benzyloxycarbonylbenzoyl chloride, thereby producing 4.29 g of the title compound in a yield of 49%. Starting materials: BrCC1CCc2ccccc2C1, COc1ccc(CCN)cc1, CCO. Product: COc1ccc(CCNCC2CCc3ccccc3C2)cc1. As a reaction SMILES: [Br:1][CH2:2][CH:3]1[CH2:4][c:5]2[cH:6][cH:7][cH:8][cH:9][c:10]2[CH2:11][CH2:12]1.[CH3:13][O:14][c:15]1[cH:16][cH:17][c:18]([CH2:19][CH2:20][NH2:21])[cH:22][cH:23]1.[CH3:24][CH2:25][OH:26]>>[CH2:2]([CH:3]1[CH2:4][c:5]2[cH:6][cH:7][cH:8][cH:9][c:10]2[CH2:11][CH2:12]1)[NH:21][CH2:20][CH2:19][c:18]1[cH:17][cH:16][c:15]([O:14][CH3:13])[cH:23][cH:22]1. Starting materials: BrCC (bromoethane), N12C=CCCCC2NCCC1 (1,8-diazabicyclo[5.4.0]undecene), OC1=C(C(=O)O)C=CC(=C1)C(=O)O (hydroxyterephthalic acid), BrC1=C(C(=O)O)C=CC(=C1)C(=O)O (bromoterephthalic acid). The solvent is C1=CC=CC=C1 (benzene), C1=CC=CC=C1 (benzene). Yields the product OC1=C(C(=O)OCC)C=CC(=C1)C(=O)OCC (diethyl hydroxyterephthalate). RXN SMILES: N12CCCNC1CCC[CH:3]=[CH:2]2.[OH:12][C:13]1[CH:21]=[C:20]([C:22]([OH:24])=[O:23])[CH:19]=[CH:18][C:14]=1[C:15]([OH:17])=[O:16].Br[C:26]1C=C(C(O)=O)C=C[C:27]=1C(O)=O.BrCC>C1C=CC=CC=1>[OH:12][C:13]1[CH:21]=[C:20]([C:22]([O:24][CH2:26][CH3:27])=[O:23])[CH:19]=[CH:18][C:14]=1[C:15]([O:17][CH2:2][CH3:3])=[O:16]. Procedure: 6.62 g 1,8-diazabicyclo[5.4.0]undecene and 100 mL benzene were added to 3.76 g hydroxyterephthalic acid (synthesized from bromoterephthalic acid by a known method) and the mixture was heated. 6.76 g bromoethane dissolved in 38 mL benzene was added dropwise in and the reaction mixture was heated under reflux for 19 hours. The salt product was filtered off, and purification by column chromatography then yielded 4.66 g diethyl hydroxyterephthalate. The reactants are CC(C)=O, [I-], [N-]=[N+]=[N-], [Na+], [Na+], O=C(CCl)c1ccc(O)c(O)c1. The product is Cl, NCC(=O)c1ccc(O)c(O)c1. As a reaction SMILES: [CH3:19][C:20](=[O:21])[CH3:22].[I-:14].[N-:16]=[N+:17]=[N-:18].[Na+:13].[Na+:15].[OH:1][c:2]1[cH:3][cH:4][c:5]([C:9](=[O:10])[CH2:11][Cl:12])[cH:6][c:7]1[OH:8]>>[ClH:12].[OH:1][c:2]1[cH:3][cH:4][c:5]([C:9](=[O:10])[CH2:11][NH2:16])[cH:6][c:7]1[OH:8].